From a dataset of the Open Reaction Database (ORD), a public repository of structured organic reaction records. describe an organic reaction: reactants, conditions, products, and yield Reactants: CC(O)c1ccncc1Br, O=C([O-])[O-], OB(O)c1ccc(Cl)c(Cl)c1, [Na+], [Na+], CN(C)C=O. Product: CC(O)c1ccncc1-c1ccc(Cl)c(Cl)c1. RXN SMILES: [Br:1][c:2]1[cH:3][n:4][cH:5][cH:6][c:7]1[CH:8]([CH3:9])[OH:10].[C:11](=[O:12])([O-:13])[O-:14].[Cl:17][c:18]1[cH:19][c:20]([B:25]([OH:26])[OH:27])[cH:21][cH:22][c:23]1[Cl:24].[Na+:15].[Na+:16].[O:28]=[CH:29][N:30]([CH3:31])[CH3:32]>>[c:2]1(-[c:20]2[cH:19][c:18]([Cl:17])[c:23]([Cl:24])[cH:22][cH:21]2)[cH:3][n:4][cH:5][cH:6][c:7]1[CH:8]([CH3:9])[OH:10].